This data is from the Open Reaction Database (ORD), a public repository of structured organic reaction records. The task is: describe an organic reaction: reactants, conditions, products, and yield Reactants: CCCl, CCCCN(CCCC)CCCC, Clc1ccccc1Cl, [Na+], [OH-], c1ccc2c(c1)[nH]c1ccccc12. Yields the product CCn1c2ccccc2c2ccccc21. Reaction SMILES: [CH2:14]([CH3:15])[Cl:16].[CH3:19][CH2:20][CH2:21][CH2:22][N:23]([CH2:24][CH2:25][CH2:26][CH3:27])[CH2:28][CH2:29][CH2:30][CH3:31].[Cl:32][c:33]1[cH:34][cH:35][cH:36][cH:37][c:38]1[Cl:39].[Na+:18].[OH-:17].[cH:1]1[cH:2][cH:3][cH:4][c:5]2[c:6]3[cH:7][cH:8][cH:9][cH:10][c:11]3[nH:12][c:13]12>>[cH:1]1[cH:2][cH:3][cH:4][c:5]2[c:6]3[cH:7][cH:8][cH:9][cH:10][c:11]3[n:12]([CH2:14][CH3:15])[c:13]12. The reactants are C(C)OC(C(C(=O)OCC)NC=1C=NC(=CC1)OC1=CC=C(C=C1)I)=O (2-[6-(4-Iodo-phenoxy)-pyridin-3-ylamino]-malonic acid diethyl ester), BrCCCBr (1,3 dibromopropane), C([O-])([O-])=O.[Cs+].[Cs+] (cesium carbonate). Isolated yield 71.8%. Reaction SMILES: [CH2:1]([O:3][C:4](=[O:26])[CH:5]([NH:11][C:12]1[CH:13]=[N:14][C:15]([O:18][C:19]2[CH:24]=[CH:23][C:22]([I:25])=[CH:21][CH:20]=2)=[CH:16][CH:17]=1)[C:6]([O:8][CH2:9][CH3:10])=[O:7])[CH3:2].Br[CH2:28][CH2:29][CH2:30]Br.C(=O)([O-])[O-].[Cs+].[Cs+]>>[CH2:1]([O:3][C:4]([C:5]1([C:6]([O:8][CH2:9][CH3:10])=[O:7])[CH2:30][CH2:29][CH2:28][N:11]1[C:12]1[CH:13]=[N:14][C:15]([O:18][C:19]2[CH:24]=[CH:23][C:22]([I:25])=[CH:21][CH:20]=2)=[CH:16][CH:17]=1)=[O:26])[CH3:2] |f:2.3.4|. The product is C(C)OC(=O)C1(N(CCC1)C=1C=NC(=CC1)OC1=CC=C(C=C1)I)C(=O)OCC (1-[6-(4-Iodo-phenoxy)-pyridin-3-yl]-pyrrolidine-2,2-dicarboxylic Acid Diethyl Ester). Run at temperature 55 celsius. Procedure details: 2-[6-(4-Iodo-phenoxy)-pyridin-3-ylamino]-malonic acid diethyl ester (4.35 grams, 9.25 mmol) was added to a flame dried flask and dissolved in dimethylformamide (90 mL). 1,3 dibromopropane (938 μL, 9.25 mmol) and cesium carbonate (6 grams, 18.5 mmol) were added and the reaction mixture was stirred for approximately 24 hours to 48 hours. The solution was filtered through celite, and then concentrated under vacuum while heating to 55° C. to remove the dimethylformamide (azeotroping with toluene). T... Reactants: C(C1=CC=CC=C1)(=O)OC[C@H]1OC([C@]([C@@H]1OC(C1=CC=CC=C1)=O)(C)F)O (((2R,3R,4R)-3-benzoyloxy-4-fluoro-5-hydroxy-4-methyl-tetrahydrofuran-2-yl)methyl benzoate), boron trifluoro, CO (methanol). Reaction conditions: temperature 80 celsius. Product: C(C1=CC=CC=C1)(=O)OC[C@H]1OC([C@]([C@@H]1OC(C1=CC=CC=C1)=O)(C)F)OC (((2R,3R,4R)-3-benzoyloxy-4-fluoro-5-methoxy-4-methyl-tetrahydrofuran-2-yl)methyl benzoate). The yield is 56.2%. Reaction SMILES: [C:1]([O:9][CH2:10][C@@H:11]1[C@@H:15]([O:16][C:17](=[O:24])[C:18]2[CH:23]=[CH:22][CH:21]=[CH:20][CH:19]=2)[C@:14]([F:26])([CH3:25])[CH:13]([OH:27])[O:12]1)(=[O:8])[C:2]1[CH:7]=[CH:6][CH:5]=[CH:4][CH:3]=1.[CH3:28]O>>[C:1]([O:9][CH2:10][C@@H:11]1[C@@H:15]([O:16][C:17](=[O:24])[C:18]2[CH:19]=[CH:20][CH:21]=[CH:22][CH:23]=2)[C@:14]([F:26])([CH3:25])[CH:13]([O:27][CH3:28])[O:12]1)(=[O:8])[C:2]1[CH:7]=[CH:6][CH:5]=[CH:4][CH:3]=1. Procedure: To a stirred solution of ((2R,3R,4R)-3-benzoyloxy-4-fluoro-5-hydroxy-4-methyl-tetrahydrofuran-2-yl)methyl benzoate (about 60 g, 160 mmol) in methanol (about 300 ml), boron trifluoro etherate (about 60.02 ml, 481 mmol) was added at room temperature then reaction mixture was heated to about 80° C. for about 5 hours. After that the reaction was quenched with saturated sodium bicarbonate solution, methanol was removed under reduced pressure, extracted with ethyl acetate. The combined organic extract...